From a dataset of the Open Reaction Database (ORD), a public repository of structured organic reaction records. describe an organic reaction: reactants, conditions, products, and yield Reactants: COC(=O)C(C)NC(=O)Cc1cccc([N+](=O)[O-])c1, [Li+], C1COCCO1, [OH-], O. Product: CC(NC(=O)Cc1cccc([N+](=O)[O-])c1)C(=O)O. Reaction SMILES: [CH3:1][O:2][C:3]([CH:4]([NH:5][C:6]([CH2:7][c:8]1[cH:9][c:10]([N+:14](=[O:15])[O-:16])[cH:11][cH:12][cH:13]1)=[O:17])[CH3:18])=[O:19].[Li+:21].[O:22]1[CH2:23][CH2:24][O:25][CH2:26][CH2:27]1.[OH-:20].[OH2:28]>>[O:2]=[C:3]([CH:4]([NH:5][C:6]([CH2:7][c:8]1[cH:9][c:10]([N+:14](=[O:15])[O-:16])[cH:11][cH:12][cH:13]1)=[O:17])[CH3:18])[OH:19]. Starting materials: FC1=CC=C(C=C1)C(=C(C=O)C=1N=NN(N1)C(C1=CC=CC=C1)(C1=CC=CC=C1)C1=CC=CC=C1)C1=CC=C(C=C1)F (3,3-bis(4-fluorophenyl)-2-[2-(triphenylmethyl)-2H-tetrazol-5-yl]-2-propenal), C1(=CC=CC=C1)P(C1=CC=CC=C1)(C1=CC=CC=C1)=CC=O (triphenylphosphoranylidene acetaldehyde), C1=CC=CC=C1 (benzene). Yields the product FC1=CC=C(C=C1)C(=C(C=CC=O)C=1N=NN(N1)C(C1=CC=CC=C1)(C1=CC=CC=C1)C1=CC=CC=C1)C1=CC=C(C=C1)F (5,5-Bis(4-fluorophenyl)-4-[2-(triphenylmethyl)-2H-tetrazol-5-yl]-2,4-pentadienal). RXN SMILES: [F:1][C:2]1[CH:7]=[CH:6][C:5]([C:8]([C:36]2[CH:41]=[CH:40][C:39]([F:42])=[CH:38][CH:37]=2)=[C:9]([C:12]2[N:13]=[N:14][N:15]([C:17]([C:30]3[CH:35]=[CH:34][CH:33]=[CH:32][CH:31]=3)([C:24]3[CH:29]=[CH:28][CH:27]=[CH:26][CH:25]=3)[C:18]3[CH:23]=[CH:22][CH:21]=[CH:20][CH:19]=3)[N:16]=2)C=O)=[CH:4][CH:3]=1.C1(P(=[CH:62][CH:63]=[O:64])(C2C=CC=CC=2)C2C=CC=CC=2)C=CC=CC=1.[CH:65]1C=CC=CC=1>>[F:42][C:39]1[CH:40]=[CH:41][C:36]([C:8]([C:5]2[CH:4]=[CH:3][C:2]([F:1])=[CH:7][CH:6]=2)=[C:9]([C:12]2[N:13]=[N:14][N:15]([C:17]([C:30]3[CH:31]=[CH:32][CH:33]=[CH:34][CH:35]=3)([C:24]3[CH:29]=[CH:28][CH:27]=[CH:26][CH:25]=3)[C:18]3[CH:19]=[CH:20][CH:21]=[CH:22][CH:23]=3)[N:16]=2)[CH:65]=[CH:62][CH:63]=[O:64])=[CH:37][CH:38]=1. Reported procedure: To a solution of 1.75 g (3.15 mmol) 3,3-bis(4-fluorophenyl)-2-[2-(triphenylmethyl)-2H-tetrazol-5-yl]-2-propenal in 50 mL of dry benzene was added 0.96 g (3.15 mmol) triphenylphosphoranylidene acetaldehyde and the solution heated at reflux for 96 hours. The solution was concentrated in vacuo and the residue purified by chromatography on alumina (Alcoa Chemicals, grade F-20) eluting with 10% ethyl acetate in hexane to give upon concentration of the appropriate fractions 0.95 g of the title compoun... The reactants are CCOCC, CO, CO, CCOC(C)=O, Cl, [N-]=[N+]=[N-], Nc1cc(C(=O)O)cc(N2CCCC2=O)c1, [Na+], O. Product: O=C(O)c1cc(O)cc(N2CCCC2=O)c1. As a reaction SMILES: [CH3:22][CH2:23][O:24][CH2:25][CH3:26].[CH3:27][OH:28].[CH3:30][OH:31].[CH3:32][CH2:33][O:34][C:35]([CH3:36])=[O:37].[ClH:29].[N-:17]=[N+:18]=[N-:19].[NH2:1][c:2]1[cH:3][c:4]([C:5](=[O:6])[OH:7])[cH:8][c:9]([N:11]2[C:12](=[O:16])[CH2:13][CH2:14][CH2:15]2)[cH:10]1.[Na+:20].[OH2:21]>>[c:2]1([OH:24])[cH:3][c:4]([C:5](=[O:6])[OH:7])[cH:8][c:9]([N:11]2[C:12](=[O:16])[CH2:13][CH2:14][CH2:15]2)[cH:10]1.